This data is from the Open Reaction Database (ORD), a public repository of structured organic reaction records. The task is: describe an organic reaction: reactants, conditions, products, and yield The reactants are CCP(=O)(COS(=O)(=O)c1c(C)cccc1Cl)OC(C)C, ClP(Cl)(Cl)(Cl)Cl, ClCCCl. The product is CCP(=O)(Cl)COS(=O)(=O)c1c(C)cccc1Cl. Reaction SMILES: [CH2:7]([CH3:8])[P:9]([O:10][CH:12]([CH3:13])[CH3:14])(=[O:11])[CH2:15][O:16][S:17](=[O:18])(=[O:19])[c:20]1[c:21]([Cl:27])[cH:22][cH:23][cH:24][c:25]1[CH3:26].[Cl:1][P:2]([Cl:3])([Cl:4])([Cl:5])[Cl:6].[Cl:28][CH2:29][CH2:30][Cl:31]>>[Cl:1][P:9]([CH2:7][CH3:8])(=[O:10])[CH2:15][O:16][S:17](=[O:18])(=[O:19])[c:20]1[c:21]([Cl:27])[cH:22][cH:23][cH:24][c:25]1[CH3:26]. Reactants: BrC1=CC=C(C=C1)S(=O)(=O)N1CCCC1 ((4-bromobenzenesulfonyl)pyrrolidine), B(OC(C)C)(OC(C)C)OC(C)C (triisopropyl borate), C(CCC)[Li] (n-Butyllithium). The solvent is O1CCCC1 (tetrahydrofuran). Conditions: temperature -78 celsius, time 1 hour. The product is N1(CCCC1)S(=O)(=O)C1=CC=C(C=C1)B(O)O (4-(Pyrrolidin-1-ylsulfonyl)phenylboronic acid). Yield: 70.4%. Reaction SMILES: C([Li])CCC.Br[C:7]1[CH:12]=[CH:11][C:10]([S:13]([N:16]2[CH2:20][CH2:19][CH2:18][CH2:17]2)(=[O:15])=[O:14])=[CH:9][CH:8]=1.[B:21](OC(C)C)([O:26]C(C)C)[O:22]C(C)C>O1CCCC1>[N:16]1([S:13]([C:10]2[CH:11]=[CH:12][C:7]([B:21]([OH:26])[OH:22])=[CH:8][CH:9]=2)(=[O:15])=[O:14])[CH2:20][CH2:19][CH2:18][CH2:17]1. Reported procedure: n-Butyllithium (20 mL, 31 mmol) was added dropwise over 30 min to a cooled (−78° C.) solution of 1-[(4-bromobenzenesulfonyl)pyrrolidine (3.0 g, 10.3 mmol) and triisopropyl borate (7.2 mL, 30.9 mol) in anhydrous tetrahydrofuran (10 mL) under a nitrogen atmosphere. The reaction mixture was stirred for 1 h at −78° C. whereafter the temperature was allowed to reach room temperature over 3 h. Silica gel was added and the solvent was evaporated. Chromatography on a silica gel column using a gradient m... Reactants: C1(CC1)C=1C=CC(=NC1CO)C#N (5-cyclopropyl-6-hydroxymethyl-pyridine-2-carbonitrile), C(Br)(Br)(Br)Br (CBr4), C1=CC=C(C=C1)P(C2=CC=CC=C2)C3=CC=CC=C3 (PPh3). The solvent is C1CCOC1 (THF). Yields the product BrCC1=C(C=CC(=N1)C#N)C1CC1 (6-Bromomethyl-5-cyclopropyl-pyridine-2-carbonitrile). Isolated yield 70.3%. As a reaction SMILES: [CH:1]1([C:4]2[CH:5]=[CH:6][C:7]([C:12]#[N:13])=[N:8][C:9]=2[CH2:10]O)[CH2:3][CH2:2]1.C(Br)(Br)(Br)[Br:15].C1C=CC(P(C2C=CC=CC=2)C2C=CC=CC=2)=CC=1>C1COCC1>[Br:15][CH2:10][C:9]1[N:8]=[C:7]([C:12]#[N:13])[CH:6]=[CH:5][C:4]=1[CH:1]1[CH2:3][CH2:2]1. Reported procedure: A solution of 5-cyclopropyl-6-hydroxymethyl-pyridine-2-carbonitrile (0.1 g, 0.6 mmol), CBr4 (0.8 g, 1.2 mmol), PPh3 (0.3 g, 1.2 mmol) in THF (10 mL) was stirred for 12 h at 40° C. The solvent was removed under reduced pressure and the crude product purified by flash column chromatography (silica gel, 3 g, eluting with 25% ethyl acetate in petroleum ether) to give the title compound (0.1 g, 74%) as yellow solid; MS (EI): m/e=236.9 [M+H]+. Reactants: COC(=O)C1CN(C(=O)OCc2ccccc2)C2CCN(C(=O)OC(C)(C)C)C12, CO, [Na+], [OH-]. As a reaction SMILES: [CH3:1][O:2][C:3](=[O:4])[CH:5]1[CH:6]2[CH:7]([N:8]([C:10](=[O:11])[O:12][CH2:13][c:14]3[cH:15][cH:16][cH:17][cH:18][cH:19]3)[CH2:9]1)[CH2:20][CH2:21][N:22]2[C:23](=[O:24])[O:25][C:26]([CH3:27])([CH3:28])[CH3:29].[CH3:32][OH:33].[Na+:31].[OH-:30]>>[O:2]=[C:3]([OH:4])[CH:5]1[CH:6]2[CH:7]([N:8]([C:10](=[O:11])[O:12][CH2:13][c:14]3[cH:15][cH:16][cH:17][cH:18][cH:19]3)[CH2:9]1)[CH2:20][CH2:21][N:22]2[C:23](=[O:24])[O:25][C:26]([CH3:27])([CH3:28])[CH3:29]. Product: CC(C)(C)OC(=O)N1CCC2C1C(C(=O)O)CN2C(=O)OCc1ccccc1. Reactants: COC=1C(C(=C(C(C1OC)=O)CC=1C=C(C=CC1)C=CC(=O)O)C)=O (3-[3-(5,6-dimethoxy-3-methyl-1,4-benzoquinon-2-ylmethyl)phenyl]acrylic acid), N1CCOCC1 (morpholine). Yields the product COC=1C(C(=C(C(C1OC)=O)CC=1C=C(C=CC1)C=CC(=O)N1CCOCC1)C)=O (N-[3-[3-(5,6-dimethoxy-3-methyl-1,4-benzoquinon-2-ylmethyl)phenyl]acryloyl]morpholine). Yield: 55.0%. RXN SMILES: [CH3:1][O:2][C:3]1[C:4](=[O:25])[C:5]([CH3:24])=[C:6]([CH2:12][C:13]2[CH:14]=[C:15]([CH:19]=[CH:20][C:21]([OH:23])=O)[CH:16]=[CH:17][CH:18]=2)[C:7](=[O:11])[C:8]=1[O:9][CH3:10].[NH:26]1[CH2:31][CH2:30][O:29][CH2:28][CH2:27]1>>[CH3:1][O:2][C:3]1[C:4](=[O:25])[C:5]([CH3:24])=[C:6]([CH2:12][C:13]2[CH:14]=[C:15]([CH:19]=[CH:20][C:21]([N:26]3[CH2:31][CH2:30][O:29][CH2:28][CH2:27]3)=[O:23])[CH:16]=[CH:17][CH:18]=2)[C:7](=[O:11])[C:8]=1[O:9][CH3:10]. Procedure: 3-[3-(5,6-dimethoxy-3-methyl-1,4-benzoquinon-2-ylmethyl)phenyl]acrylic acid (55 mg, 0.16 mmol) obtained in Example 36 and morpholine (0.016 ml, 0.18 mmol) were used, and a method similar to that described in Example 24 was employed to obtain the title compound (36 mg, 0.088 mmol, yield 55%). Starting materials: OCC1=CC=2NC(C3N(C2N=C1)CCCC3)=O (3-(hydroxymethyl)-7,8,9,10-tetrahydro-5H-dipyrido[1,2-a:3′,2′-e]pyrazin-6(6aH)-one), Cl.ClC1=CC=C(C=C1)N1CCNCC1 (1-(4-chlorophenyl)piperazine hydrochloride), [I-].C(#N)C[P+](C)(C)C ((cyanomethyl)trimethylphosphonium iodide), C(C)N(C(C)C)C(C)C (N-ethyl-N-isopropylpropan-2-amine). Solvent: C(CC)#N (propionitrile), O (water). Conditions: temperature 90 celsius, time 2 hour. Yields the product ClC1=CC=C(C=C1)N1CCN(CC1)CC1=CC=2NC(C3N(C2N=C1)CCCC3)=O (3-((4-(4-chlorophenyl)piperazin-1-yl)methyl)-7,8,9,10-tetrahydro-5H-dipyrido[1,2-a:3′,2′-e]pyrazin-6(6aH)-one). The yield is 41.4%. As a reaction SMILES: O[CH2:2][C:3]1[CH:12]=[N:11][C:10]2[N:9]3[CH2:13][CH2:14][CH2:15][CH2:16][CH:8]3[C:7](=[O:17])[NH:6][C:5]=2[CH:4]=1.[I-].C(C[P+](C)(C)C)#N.C(N(C(C)C)C(C)C)C.Cl.[Cl:36][C:37]1[CH:42]=[CH:41][C:40]([N:43]2[CH2:48][CH2:47][NH:46][CH2:45][CH2:44]2)=[CH:39][CH:38]=1>C(#N)CC.O>[Cl:36][C:37]1[CH:38]=[CH:39][C:40]([N:43]2[CH2:48][CH2:47][N:46]([CH2:2][C:3]3[CH:12]=[N:11][C:10]4[N:9]5[CH2:13][CH2:14][CH2:15][CH2:16][CH:8]5[C:7](=[O:17])[NH:6][C:5]=4[CH:4]=3)[CH2:45][CH2:44]2)=[CH:41][CH:42]=1 |f:1.2,4.5|. Reported procedure: 3-(hydroxymethyl)-7,8,9,10-tetrahydro-5H-dipyrido[1,2-a:3′,2′-e]pyrazin-6(6aH)-one (100 mg, 0.43 mmol) was suspended in propionitrile (1 mL) and (cyanomethyl)trimethylphosphonium iodide (103 mg, 0.41 mmol) was added followed by N-ethyl-N-isopropylpropan-2-amine (180 ul, 1.03 mmol). To the stirred mixture was then added 1-(4-chlorophenyl)piperazine hydrochloride (94.0 mg, 0.41 mmol). The reaction was heated to 90° C. with stirring for 2 h. The reaction was then cooled to room temperature and dilu...